From a dataset of the Open Reaction Database (ORD), a public repository of structured organic reaction records. describe an organic reaction: reactants, conditions, products, and yield The reactants are COC(=O)c1ccc2[nH]c(C(=O)NC3CCN(C4CC4)CC3)nc2c1, CS(=O)(=O)OCc1cc(-c2ccc(Cl)s2)on1, [K+], [K+], O=C([O-])[O-], CN(C)C=O. Yields the product COC(=O)c1ccc2nc(C(=O)NC3CCN(C4CC4)CC3)n(Cc3cc(-c4ccc(Cl)s4)on3)c2c1. Reaction SMILES: [CH3:1][O:2][C:3](=[O:4])[c:5]1[cH:6][c:7]2[c:8]([nH:9][c:10]([C:12]([NH:13][CH:14]3[CH2:15][CH2:16][N:17]([CH:20]4[CH2:21][CH2:22]4)[CH2:18][CH2:19]3)=[O:23])[n:11]2)[cH:24][cH:25]1.[Cl:32][c:33]1[cH:34][cH:35][c:36](-[c:38]2[cH:39][c:40]([CH2:43][O:44][S:45]([CH3:46])(=[O:47])=[O:48])[n:41][o:42]2)[s:37]1.[K+:26].[K+:27].[O-:28][C:29]([O-:30])=[O:31].[O:49]=[CH:50][N:51]([CH3:52])[CH3:53]>>[CH3:1][O:2][C:3](=[O:4])[c:5]1[cH:6][c:7]2[c:8]([n:9][c:10]([C:12]([NH:13][CH:14]3[CH2:15][CH2:16][N:17]([CH:20]4[CH2:21][CH2:22]4)[CH2:18][CH2:19]3)=[O:23])[n:11]2[CH2:43][c:40]2[cH:39][c:38](-[c:36]3[cH:35][cH:34][c:33]([Cl:32])[s:37]3)[o:42][n:41]2)[cH:24][cH:25]1. Procedure: 4,5-Dihydroxy-pyridine-2-carboxylic acid (844 mg, 5.45 mmol) was dissolved in ethanol (20 mL). Gaseous hydrochloric acid was bubbled through the mixture for 5 minutes whilst it was cooled in an ice bath. The solution was then heated to reflux for 2 hours. This procedure was repeated a further two times and then the mixture heated for 24 hours. The volatiles were removed in vacuo and water added (5 mL). This was also removed under reduced pressure. The hydrochloride salt of the desired product wa... The product is hydrochloride salt, C(C)OC(=O)C1=NC=C(C(=C1)O)O (4,5-Dihydroxy-pyridine-2-carboxylic acid ethyl ester). The reactants are OC1=CC(=NC=C1O)C(=O)O (4,5-Dihydroxy-pyridine-2-carboxylic acid), C(C)O (ethanol). As a reaction SMILES: [OH:1][C:2]1[C:7]([OH:8])=[CH:6][N:5]=[C:4]([C:9]([OH:11])=[O:10])[CH:3]=1.[CH2:12](O)[CH3:13]>>[CH2:12]([O:10][C:9]([C:4]1[CH:3]=[C:2]([OH:1])[C:7]([OH:8])=[CH:6][N:5]=1)=[O:11])[CH3:13]. The reactants are NC=1S[C@@H]2[C@H](N1)[C@H]([C@@H]([C@H](O2)CO)O)O ((3aR,5R,6S,7R,7aR)-2-amino-5-(hydroxymethyl)-5,6,7,7a-tetrahydro-3aH-pyrano[3,2-d]thiazole-6,7-diol), C(=O)([O-])[O-].[Na+].[Na+] (Na2CO3), ClC(=O)OC (methyl chloroformate). The solvent is C1CCOC1 (THF), O (water), C(Cl)Cl (DCM), CO (MeOH). Conditions: time 2 hour. Product: COC(NC=1S[C@@H]2[C@H](N1)[C@H]([C@@H]([C@H](O2)CO)O)O)=O (Methyl(3aR,5R,6S,7R,7aR)-6,7-dihydroxy-5-(hydroxymethyl)-5,6,7,7a-tetrahydro-3aH-pyrano[3,2-d]thiazol-2-ylcarbamate). Yield: 72.2%. As a reaction SMILES: [NH2:1][C:2]1[S:3][C@H:4]2[O:10][C@H:9]([CH2:11][OH:12])[C@@H:8]([OH:13])[C@H:7]([OH:14])[C@H:5]2[N:6]=1.C([O-])([O-])=O.[Na+].[Na+].Cl[C:22]([O:24][CH3:25])=[O:23]>C1COCC1.O.CO.C(Cl)Cl>[CH3:25][O:24][C:22](=[O:23])[NH:1][C:2]1[S:3][C@H:4]2[O:10][C@H:9]([CH2:11][OH:12])[C@@H:8]([OH:13])[C@H:7]([OH:14])[C@H:5]2[N:6]=1 |f:1.2.3|. Procedure: A solution of (3aR,5R,6S,7R,7aR)-2-amino-5-(hydroxymethyl)-5,6,7,7a-tetrahydro-3aH-pyrano[3,2-d]thiazole-6,7-diol (220 mg, 1.00 mmol) and Na2CO3 (212 mg, 2.00 mmol) in THF (10 mL) and water (10 mL) was added methyl chloroformate (0.08 mL, 1.1 mmol) at 0° C. After stirred for 2 h, the reaction mixture was condensed to give a residue, which was dissolved in MeOH (8 mL) and DCM (20 mL). After filtration the solution was concentrated under vacuum to give a residue, which was purified by Prep-HPLC wi... Reactants: C(C)(C)(C)OC(C(CCCCB1OC(C(O1)(C)C)(C)C)(CCOC1=CC=C(C=C1)Cl)N=C(C1=CC=CC=C1)C1=CC=CC=C1)=O (2-(benzhydrylidene-amino)-2-[2-(4-chlorophenoxy)-ethyl]-6-(4,4,5,5-tetramethyl-[1,3,2]-dioxaborolan-2-yl)-hexanoic acid tert-butyl ester). Solvent: Cl (HCl), O (water). Conditions: time 8 hour. Product: Cl.NC(C(=O)O)(CCCCB(O)O)CCOC1=CC=C(C=C1)Cl (2-amino-6-borono-2-(2-(4-chlorophenoxy)ethyl)hexanoic acid hydrochloride). As a reaction SMILES: C([O:5][C:6](=[O:45])[C:7]([N:31]=C(C1C=CC=CC=1)C1C=CC=CC=1)([CH2:21][CH2:22][O:23][C:24]1[CH:29]=[CH:28][C:27]([Cl:30])=[CH:26][CH:25]=1)[CH2:8][CH2:9][CH2:10][CH2:11][B:12]1[O:16]C(C)(C)C(C)(C)[O:13]1)(C)(C)C>Cl.O>[ClH:30].[NH2:31][C:7]([CH2:21][CH2:22][O:23][C:24]1[CH:25]=[CH:26][C:27]([Cl:30])=[CH:28][CH:29]=1)([CH2:8][CH2:9][CH2:10][CH2:11][B:12]([OH:13])[OH:16])[C:6]([OH:45])=[O:5] |f:3.4|. Reported procedure: A solution of 2-(benzhydrylidene-amino)-2-[2-(4-chlorophenoxy)-ethyl]-6-(4,4,5,5-tetramethyl-[1,3,2]-dioxaborolan-2-yl)-hexanoic acid tert-butyl ester (486 mg) in 6 N HCl (6 ml) was warmed to 60° C. and stirred overnight. After cooling to room temperature, the reaction mixture was transferred to a separatory funnel, diluted with deionized water (6 ml) and washed with dichloromethane (3×). The aqueous layer was frozen in liquid nitrogen and lyophilized to give 2-amino-6-borono-2-(2-(4-chloropheno... Starting materials: COC(=O)c1cnccc1NC(=O)OC(C)(C)C, O=C(O)C(F)(F)F. The product is COC(=O)c1cnccc1N. Reaction SMILES: [C:1]([O:2][C:3]([CH3:4])([CH3:5])[CH3:6])(=[O:7])[NH:8][c:9]1[c:10]([C:15](=[O:16])[O:17][CH3:18])[cH:11][n:12][cH:13][cH:14]1.[F:19][C:20]([F:21])([F:22])[C:23]([OH:24])=[O:25]>>[NH2:8][c:9]1[c:10]([C:15](=[O:16])[O:17][CH3:18])[cH:11][n:12][cH:13][cH:14]1.